Dataset: the Open Reaction Database (ORD), a public repository of structured organic reaction records. Task: describe an organic reaction: reactants, conditions, products, and yield Isolated yield 34.8%. Conditions: time 24 hour. The reactants are [OH-].[K+] (KOH), C(C)N1C=CC2=CC(=CC=C12)S(=O)(=O)N (1-ethyl-1H-indole-5-sulfonamide), C(C)N1C=CC2=CC(=CC=C12)S(=O)(=O)N (1-ethyl-1H-indole-5-sulfonamide), II (iodine). Reported procedure: To a solution of 1-ethyl-1H-indole-5-sulfonamide (Intermediate 56, 175 mg, 0.78 mmol) in DMF (5.0 mL) was added a solution of iodine (218 mg, 0.86 mmol) in DMF (5.0 mL). KOH (109 mg, 1.95 mmol) was then added, and the resulting reaction mixture was stirred at room temperature for 24 h. The reaction mixture was then diluted with EtOAc and sat. aq. NaHSO3 solution. The organic layer was washed with sat. aq. NaCl solution, dried over MgSO4, filtered and concentrated in vacuo. The residue was purifi... Yields the product C(C)N1C=C(C2=CC(=CC=C12)S(=O)(=O)N)I (1-Ethyl-3-iodo-1H-indole-5-sulfonamide). The solvent is CCOC(=O)C (EtOAc), OS(=O)[O-].[Na+] (NaHSO3), CN(C)C=O (DMF), CN(C)C=O (DMF). Reaction SMILES: [CH2:1]([N:3]1[C:11]2[C:6](=[CH:7][C:8]([S:12]([NH2:15])(=[O:14])=[O:13])=[CH:9][CH:10]=2)[CH:5]=[CH:4]1)[CH3:2].[I:16]I.[OH-].[K+]>CN(C=O)C.CCOC(C)=O.OS([O-])=O.[Na+]>[CH2:1]([N:3]1[C:11]2[C:6](=[CH:7][C:8]([S:12]([NH2:15])(=[O:13])=[O:14])=[CH:9][CH:10]=2)[C:5]([I:16])=[CH:4]1)[CH3:2] |f:2.3,6.7|. Procedure details: To a stirred solution of 4-oxo-piperidine-1-carboxylic acid tert-butyl ester (1 g, 0.00502 mole) in dry 1,2-dichloroethane (10 mL) (under an atmosphere of nitrogen for 10 minutes) was added 2,3-dimethylaniline (0.73 g, 0.00602 mole), acetic acid (0.301 g, 0.005 mole) and sodium triacetoxyborohydride (1.596 g, 0.00753 mole) portionwise with stirring. The stirring was continued at ambient temperature for a further 16 hours. The reaction mixture was basified with sodium bicarbonate solution and the... The solvent is C(C)(=O)OCC (ethyl acetate). As a reaction SMILES: C(OC([N:8]1[CH2:13][CH2:12][CH:11]([NH:14][C:15]2[CH:20]=[CH:19][CH:18]=[C:17]([CH3:21])[C:16]=2[CH3:22])[CH2:10][CH2:9]1)=O)(C)(C)C.[ClH:23]>C(OCC)(=O)C>[ClH:23].[ClH:23].[CH3:22][C:16]1[C:17]([CH3:21])=[CH:18][CH:19]=[CH:20][C:15]=1[NH:14][CH:11]1[CH2:12][CH2:13][NH:8][CH2:9][CH2:10]1 |f:3.4.5|. The product is Cl.Cl.CC1=C(C=CC=C1C)NC1CCNCC1 ((2,3-dimethyl-phenyl)-piperidin-4-yl-amine dihydrochloride). Reactants: C(C)(C)(C)OC(=O)N1CCC(CC1)NC1=C(C(=CC=C1)C)C (4-(2,3-dimethyl-phenylamino)-piperidine-1-carboxylic acid tert-butyl ester), Cl (HCl). Reactants: [Li+].[OH-] (LiOH), C1(CCCCC1)N=C=NC1CCCCC1 (dicyclohexylcarbodiimide), BrCCC (1-bromopropane), C(CCCCCCCCCC)C=1C=NC(=NC1)C1=CC=C(C=C1)O (4-(5-undecyl-pyrimidin-2-yl)phenol), C(CC)OC1=NOC(=C1)C(=O)O (3-propyloxy-isoxazole-5-carboxylic acid), OC1=NOC(=C1)C(=O)OC (methyl 3-hydroxy-isoxazole-5-carboxylate). Run in O1CCCC1 (tetrahydrofuran), CN(C=O)C.C([O-])([O-])=O.[K+].[K+] (dimethylformamide potassium carbonate), ClCCl (dichloromethane). Product: C(CC)OC1=NOC(=C1)C(=O)OC1=CC=C(C=C1)C1=NC=C(C=N1)CCCCCCCCCCC (4-(5-Undecyl-pyrimidin-2-yl)phenyl 3-propyloxy-isoxazole-5-carboxylate). As a reaction SMILES: [CH2:1]([C:12]1[CH:13]=[N:14][C:15]([C:18]2[CH:23]=[CH:22][C:21]([OH:24])=[CH:20][CH:19]=2)=[N:16][CH:17]=1)[CH2:2][CH2:3][CH2:4][CH2:5][CH2:6][CH2:7][CH2:8][CH2:9][CH2:10][CH3:11].[CH2:25]([O:28][C:29]1[CH:33]=[C:32]([C:34](O)=[O:35])[O:31][N:30]=1)[CH2:26][CH3:27].OC1C=C(C(OC)=O)ON=1.BrCCC.[Li+].[OH-].C1(N=C=NC2CCCCC2)CCCCC1>CN(C)C=O.C(=O)([O-])[O-].[K+].[K+].O1CCCC1.ClCCl>[CH2:25]([O:28][C:29]1[CH:33]=[C:32]([C:34]([O:24][C:21]2[CH:20]=[CH:19][C:18]([C:15]3[N:16]=[CH:17][C:12]([CH2:1][CH2:2][CH2:3][CH2:4][CH2:5][CH2:6][CH2:7][CH2:8][CH2:9][CH2:10][CH3:11])=[CH:13][N:14]=3)=[CH:23][CH:22]=2)=[O:35])[O:31][N:30]=1)[CH2:26][CH3:27] |f:4.5,7.8.9.10|. Reported procedure: 4.9 g of 4-(5-undecyl-pyrimidin-2-yl)phenol, 1.7 g of 3-propyloxy-isoxazole-5-carboxylic acid (prepared as described by Xue et al., Bioorg. Med. Chem. Letters 8 (1998) 3499 by reacting methyl 3-hydroxy-isoxazole-5-carboxylate, which is commercially available, with 1-bromopropane at 60° C. in dimethylformamide/potassium carbonate followed by hydrolysis with LiOH in tetrahydrofuran) and 2.1 g of dicyclohexylcarbodiimide are stirred for 24 h in 50 ml of dichloromethane at room temperature. Filtrati...